From a dataset of the Open Reaction Database (ORD), a public repository of structured organic reaction records. describe an organic reaction: reactants, conditions, products, and yield Reactants: ClC1=C(COC(NC=2C=NN(C2)CC=2N=C(SC2)CO)=O)C=CC=C1 ([1-(2-hydroxymethyl-thiazol-4-ylmethyl)-1H-pyrazol-4-yl]-carbamic acid 2-chloro-benzyl ester), N#N (N2). The reagents and catalysts are O=[Mn]=O (MnO2). Run in C(=O)(C)C#N (AcCN). Run at time 8 hour. Yields the product ClC1=C(COC(NC=2C=NN(C2)CC=2N=C(SC2)C=O)=O)C=CC=C1 ([1-(2-Formyl-thiazol-4-ylmethyl)-1H-pyrazol-4-yl]-carbamic acid 2-chloro-benzyl ester). As a reaction SMILES: N#N.[Cl:3][C:4]1[CH:27]=[CH:26][CH:25]=[CH:24][C:5]=1[CH2:6][O:7][C:8](=[O:23])[NH:9][C:10]1[CH:11]=[N:12][N:13]([CH2:15][C:16]2[N:17]=[C:18]([CH2:21][OH:22])[S:19][CH:20]=2)[CH:14]=1>C(C#N)(C)=O.O=[Mn]=O>[Cl:3][C:4]1[CH:27]=[CH:26][CH:25]=[CH:24][C:5]=1[CH2:6][O:7][C:8](=[O:23])[NH:9][C:10]1[CH:11]=[N:12][N:13]([CH2:15][C:16]2[N:17]=[C:18]([CH:21]=[O:22])[S:19][CH:20]=2)[CH:14]=1. Reported procedure: In a flame dried round-bottomed flask equipped with a magnetic stir bar and under inert atmosphere (N2), a solution of [1-(2-hydroxymethyl-thiazol-4-ylmethyl)-1H-pyrazol-4-yl]-carbamic acid 2-chloro-benzyl ester (230 mg, 0.61 mmol) in AcCN (6.0 mL) was treated at rt with MnO2 (293 mg, 3.04 mmol). The reaction mixture was stirred at rt overnight before being filtered through Celite and the solvent was removed under reduced pressure to give the title compound as a white solid. LC-MS-conditions 02:...